This data is from the Open Reaction Database (ORD), a public repository of structured organic reaction records. The task is: describe an organic reaction: reactants, conditions, products, and yield The reactants are [H-].[Na+] (Sodium hydride), COC=1C=C(C(=O)OC)C=CC1CC1=CNC2=CC=C(C=C12)[N+](=O)[O-] (methyl 3-methoxy-4-(5-nitroindol-3-ylmethyl)benzoate), CI (methyl iodide). Run in O1CCCC1 (tetrahydrofuran). Run at time 10 minute. Product: COC=1C=C(C(=O)OC)C=CC1CC1=CN(C2=CC=C(C=C12)[N+](=O)[O-])C (Methyl 3-methoxy-4-(1-methyl-5-nitroindol-3-ylmethyl)benzoate). Isolated yield 96.0%. RXN SMILES: [H-].[Na+].[CH3:3][O:4][C:5]1[CH:6]=[C:7]([CH:12]=[CH:13][C:14]=1[CH2:15][C:16]1[C:24]2[C:19](=[CH:20][CH:21]=[C:22]([N+:25]([O-:27])=[O:26])[CH:23]=2)[NH:18][CH:17]=1)[C:8]([O:10][CH3:11])=[O:9].[CH3:28]I>O1CCCC1>[CH3:3][O:4][C:5]1[CH:6]=[C:7]([CH:12]=[CH:13][C:14]=1[CH2:15][C:16]1[C:24]2[C:19](=[CH:20][CH:21]=[C:22]([N+:25]([O-:27])=[O:26])[CH:23]=2)[N:18]([CH3:28])[CH:17]=1)[C:8]([O:10][CH3:11])=[O:9] |f:0.1|. Reported procedure: Sodium hydride (212 milligrams) was added to a solution of methyl 3-methoxy-4-(5-nitroindol-3-ylmethyl)benzoate (1.8 grams) in 60 mL of dry tetrahydrofuran. After stirring for 10 minutes, methyl iodide (753 milligrams) was added and the reaction was stirred at room temperature for 2 hours. The volatiles were evaporated and the residue dissolved in ethyl acetate. The ethyl acetate layer was washed with water, dried over sodium sulfate and evaporated. The residue was purified on silica gel with di... As a reaction SMILES: [F:1][C:2]1[CH:10]=[CH:9][CH:8]=[CH:7][C:3]=1[C:4](Cl)=[O:5].[Cl-].[Al+3].[Cl-].[Cl-].[CH2:15]([C:18]1[CH:23]=[CH:22][CH:21]=[CH:20][C:19]=1[OH:24])[CH2:16][CH3:17].O>ClCCCl.C(Cl)Cl>[OH:24][C:19]1[C:18]([CH2:15][CH2:16][CH3:17])=[CH:23][C:22]([C:4]([C:3]2[CH:7]=[CH:8][CH:9]=[CH:10][C:2]=2[F:1])=[O:5])=[CH:21][CH:20]=1 |f:1.2.3.4|. Reported procedure: A 0° C. suspension of 2-fluorobenzoyl chloride (1.3 mL, 11.03 mmol) in 15 mL of 1,2-dichloroethane was treated with aluminum chloride (1.0 g, 7.35 mmol). The suspension was vigorously stirred for 15 minutes. A solution of 2-propylphenol (1.0 g, 7.35 mmol) in 5 mL of 1,2-dichloro-ethane was added dropwise. The mixture was allowed to stir and gradually warm to 25° C. over 6 hours. The mixture was slowly added to a stirred mixture of water and methylene chloride. The organic phase was dried over ma... Reactants: C(CC)C1=C(C=CC=C1)O (2-propylphenol), O (water), FC1=C(C(=O)Cl)C=CC=C1 (2-fluorobenzoyl chloride), [Cl-].[Al+3].[Cl-].[Cl-] (aluminum chloride). Run in ClCCCl (1,2-dichloro-ethane), C(Cl)Cl (methylene chloride), ClCCCl (1,2-dichloroethane). The product is OC1=CC=C(C(=O)C2=C(C=CC=C2)F)C=C1CCC (4-hydroxy-5-propyl-2′-fluorobenzophenone). Run at temperature 25 celsius, time 15 minute. Reactants: S(C)(=O)(=O)O.NC=1C=2N(C=C(C1)C(=O)N)C(=C(N2)C)C (8-Amino-2,3-dimethylimidazo[1,2-a]pyridine-6-carboxamide mesylate), CC1=C(CBr)C(=CC(=C1)F)C (2,6-dimethyl-4-fluorobenzylbromide), C(C)(C)N(CC)C(C)C (diisopropylethylamin), [I-].[K+] (potassium iodide). Procedure: 8-Amino-2,3-dimethylimidazo[1,2-a]pyridine-6-carboxamide mesylate (5.0 g, 13.4 mmol), 2,6-dimethyl-4-fluorobenzylbromide (2.91 g, 13.4 mmol), diisopropylethylamin (3.8 g, 29.5 mmol) and a cat. amount of potassium iodide were stirred in dimethylformamide (20 ml) at room temperature overnight. Water (70 ml) and methylene chloride (2×50 ml) were added to the reaction mixture and the organic layer was separated, dried and evaporated under reduced pressure. The residue was purified by column chromato... The solvent is C(Cl)Cl (methylene chloride), O (Water), CN(C=O)C (dimethylformamide). The yield is 23.9%. Reaction SMILES: [S:1]([OH:5])(=[O:4])(=[O:3])[CH3:2].[NH2:6][C:7]1[C:8]2[N:9]([C:16]([CH3:20])=[C:17]([CH3:19])[N:18]=2)[CH:10]=[C:11]([C:13]([NH2:15])=[O:14])[CH:12]=1.[CH3:21][C:22]1[CH:29]=[C:28]([F:30])[CH:27]=[C:26]([CH3:31])[C:23]=1[CH2:24]Br.C(N(C(C)C)CC)(C)C.[I-].[K+]>CN(C)C=O.C(Cl)Cl.O>[S:1]([OH:5])(=[O:4])(=[O:3])[CH3:2].[CH3:19][C:17]1[N:18]=[C:8]2[C:7]([NH:6][CH2:24][C:23]3[C:22]([CH3:21])=[CH:29][C:28]([F:30])=[CH:27][C:26]=3[CH3:31])=[CH:12][C:11]([C:13]([NH2:15])=[O:14])=[CH:10][N:9]2[C:16]=1[CH3:20] |f:0.1,4.5,9.10|. Product: S(C)(=O)(=O)O.CC=1N=C2N(C=C(C=C2NCC2=C(C=C(C=C2C)F)C)C(=O)N)C1C (2,3-dimethyl-8-(2,6-dimethyl-4-fluoro-benzylamino)-imidazo[1,2-a]pyridine-6-carboxamide mesylate). Starting materials: C[O-].[Na+] (sodium methoxide), NC(=O)N (urea), NC(=O)NN(C1=CC=C(C=C1)Br)CC(=O)OC (Methyl [2-(aminocarbonyl)-1-(4-bromophenyl)hydrazino]acetate), C[O-].[Na+] (sodium methoxide), Cl (HCl). The solvent is CO (methanol). Conditions: time 8 hour. Yields the product BrC1=CC=C(C=C1)N1NC(NC(C1)=O)=O (Dihydro-1-(4-bromophenyl)-1,2,4-triazine-3,5(2H,4H)-dione). The yield is 18.0%. As a reaction SMILES: NC(N)=O.[NH2:5][C:6]([NH:8][N:9]([CH2:17][C:18]([O:20]C)=O)[C:10]1[CH:15]=[CH:14][C:13]([Br:16])=[CH:12][CH:11]=1)=[O:7].C[O-].[Na+].Cl>CO>[Br:16][C:13]1[CH:14]=[CH:15][C:10]([N:9]2[CH2:17][C:18](=[O:20])[NH:5][C:6](=[O:7])[NH:8]2)=[CH:11][CH:12]=1 |f:2.3|. Procedure: The urea, (Intermediate 59, 2.26 g, 7.5 mmol) and sodium methoxide (525 mg; 9.7 mmol) were stirred under nitrogen in methanol (20 ml) for 2 h. A further amount of sodium methoxide (100 mg; 1.9 mmol) was added and the reaction left overnight. The reaction was neutralised with acid (2N HCl) and the precipitate was filtered. The precipitate was recrystallised several times from dioxan to give the title compound (357 mg; 18%). Reactants: CC(C)(C)OC(=O)/N=N/C(=O)OC(C)(C)C (Di-tert-butylazodicarboxylate), ClC1=NC=NC2=CC(=C(C=C12)O)OC (4-chloro-6-hydroxy-7-methoxyquinazoline), OC1CCN(CC1)C(=O)OC(C)(C)C (4-hydroxy-1-tert-butoxycarbonylpiperidine), C1(=CC=CC=C1)P(C1=CC=CC=C1)C1=CC=CC=C1 (triphenylphosphine). Run in C(Cl)Cl (methylene chloride), C(Cl)Cl (methylene chloride). The product is ClC1=NC=NC2=CC(=C(C=C12)OC1CCN(CC1)C(=O)OCCCC)OC (butyl 4-[(4-chloro-7-methoxyquinazolin-6-yl)oxy]piperidine-1-carboxylate). Yield: 97.8%. Reaction SMILES: [CH3:1][C:2](OC(/N=N/C(OC(C)(C)C)=O)=O)(C)C.[Cl:17][C:18]1[C:27]2[C:22](=[CH:23][C:24]([O:29][CH3:30])=[C:25]([OH:28])[CH:26]=2)[N:21]=[CH:20][N:19]=1.O[CH:32]1[CH2:37][CH2:36][N:35]([C:38]([O:40][C:41]([CH3:44])(C)C)=[O:39])[CH2:34][CH2:33]1.C1(P(C2C=CC=CC=2)C2C=CC=CC=2)C=CC=CC=1>C(Cl)Cl>[Cl:17][C:18]1[C:27]2[C:22](=[CH:23][C:24]([O:29][CH3:30])=[C:25]([O:28][CH:32]3[CH2:33][CH2:34][N:35]([C:38]([O:40][CH2:41][CH2:44][CH2:1][CH3:2])=[O:39])[CH2:36][CH2:37]3)[CH:26]=2)[N:21]=[CH:20][N:19]=1. Procedure: Di-tert-butylazodicarboxylate (9.22 g) in methylene chloride (20 ml) was added slowly to a stirred suspension of 4-chloro-6-hydroxy-7-methoxyquinazoline (5.63 g), 4-hydroxy-1-tert-butoxycarbonylpiperidine (8.06 g) and triphenylphosphine (10.5 g) in methylene chloride (100 ml) at 5° C. under an atmosphere of nitrogen. The reaction mixture was allowed to warm to room temperature for 16 hours. The reaction mixture was then evaporated under vacuum and adsorbed onto silica and the product was eluted ...